Dataset: the Open Reaction Database (ORD), a public repository of structured organic reaction records. Task: describe an organic reaction: reactants, conditions, products, and yield The reactants are hydrochloride salt, CC1=NC2=C(N1[C@H]1CC[C@H](CC1)N)C=CC(=C2)C (cis-4-(2,5-dimethyl-benzoimidazol-1-yl)-cyclohexylamine), C1C(CC2=CC=CC=C12)C=O (indan-2-carbaldehyde). The product is CC1=NC2=C(N1[C@H]1CC[C@H](CC1)NCC1CC3=CC=CC=C3C1)C=CC(=C2)C (cis-[4-(2,5-Dimethyl-benzoimidazol-1-yl)-cyclohexyl]-indan-2-ylmethyl-amine). Reaction SMILES: [CH3:1][C:2]1[N:6]([C@@H:7]2[CH2:12][CH2:11][C@H:10]([NH2:13])[CH2:9][CH2:8]2)[C:5]2[CH:14]=[CH:15][C:16]([CH3:18])=[CH:17][C:4]=2[N:3]=1.[CH2:19]1[C:27]2[C:22](=[CH:23][CH:24]=[CH:25][CH:26]=2)[CH2:21][CH:20]1[CH:28]=O>>[CH3:1][C:2]1[N:6]([C@@H:7]2[CH2:8][CH2:9][C@H:10]([NH:13][CH2:28][CH:20]3[CH2:19][C:27]4[C:22](=[CH:23][CH:24]=[CH:25][CH:26]=4)[CH2:21]3)[CH2:11][CH2:12]2)[C:5]2[CH:14]=[CH:15][C:16]([CH3:18])=[CH:17][C:4]=2[N:3]=1. Procedure details: This compound was prepared from the hydrochloride salt of cis-4-(2,5-dimethyl-benzoimidazol-1-yl)-cyclohexylamine and indan-2-carbaldehyde. 1H-NMR is consistent with the assigned structure, LC-MS showed a single peak, C25H31N3 (m/e) calcd 373.2518, obsd 374.2 (M+H). Starting materials: [Cl-].COC[P+](C1=CC=CC=C1)(C1=CC=CC=C1)C1=CC=CC=C1 ((Methoxymethyl)triphenylphosphonium chloride), CC(C)([O-])C.[K+] (potassium t-butoxide), C1(=CC=CC=C1)C1CCC(CC1)=O (4-phenylcyclohexanone). The solvent is O1CCCC1 (THF), O1CCCC1 (THF), O1CCCC1 (tetrahydrofuran). Run at temperature 0 celsius, time 0.5 hour. Product: C1(=CC=CC=C1)C1CCC(CC1)=COC (4-phenyl-1-(methoxymethylene)cyclohexane). Yield: 52.5%. RXN SMILES: [Cl-].[CH3:2][O:3][CH2:4][P+](C1C=CC=CC=1)(C1C=CC=CC=1)C1C=CC=CC=1.CC(C)([O-])C.[K+].[C:30]1([CH:36]2[CH2:41][CH2:40][C:39](=O)[CH2:38][CH2:37]2)[CH:35]=[CH:34][CH:33]=[CH:32][CH:31]=1>O1CCCC1>[C:30]1([CH:36]2[CH2:41][CH2:40][C:39](=[CH:2][O:3][CH3:4])[CH2:38][CH2:37]2)[CH:35]=[CH:34][CH:33]=[CH:32][CH:31]=1 |f:0.1,2.3|. Procedure: (Methoxymethyl)triphenylphosphonium chloride (5.14g) was suspended in anhydrous tetrahydrofuran (THF) (15ml) and stirred under argon at 0° C. A solution of potassium t-butoxide (1.68g) in THF (15ml) was added dropwise and stirring continued at the same temperature for 0.5h. To the resulting dark red near- solution was added a solution of 4-phenylcyclohexanone (2.61g) in THF (4ml), then the mixture was allowed to regain ambient temperature and stirring continued for 16h. Workup and chromatography...